This data is from the Open Reaction Database (ORD), a public repository of structured organic reaction records. The task is: describe an organic reaction: reactants, conditions, products, and yield The reactants are O1C=CC=C1 (furan), COC1=CC=C(C(C2=CC=C(C=C2)OC)(C2=CC=CC=C2)Cl)C=C1 (4,4'-dimethoxytrityl chloride), [C@@H]1(C[C@H](O)[C@@H](CO)O1)N1C(=O)NC(=O)C(C)=C1 (thymidine), COC1=C2C(C=CO2)=CC3=C1OC(=O)C=C3 (8-methoxypsoralen). Product: CC1=CN(C(=O)NC1=O)C2CC(C(O2)COC(C3=CC=CC=C3)(C4=CC=C(C=C4)OC)C5=CC=C(C=C5)OC)O (5'-dimethoxytrityl thymidine). RXN SMILES: O1C=CC=C1.[C@@H:6]1([N:14]2[CH:22]=[C:20]([CH3:21])[C:18](=[O:19])[NH:17][C:15]2=[O:16])[O:13][C@H:10]([CH2:11][OH:12])[C@@H:8]([OH:9])[CH2:7]1.COC1C2OC(C=CC=2C=C2C=COC=12)=O.[CH3:39][O:40][C:41]1[CH:62]=[CH:61][C:44]([C:45](Cl)([C:54]2[CH:59]=[CH:58][CH:57]=[CH:56][CH:55]=2)[C:46]2[CH:51]=[CH:50][C:49]([O:52][CH3:53])=[CH:48][CH:47]=2)=[CH:43][CH:42]=1>>[CH3:21][C:20]1[C:18](=[O:19])[NH:17][C:15](=[O:16])[N:14]([CH:6]2[O:13][CH:10]([CH2:11][O:12][C:45]([C:44]3[CH:61]=[CH:62][C:41]([O:40][CH3:39])=[CH:42][CH:43]=3)([C:46]3[CH:51]=[CH:50][C:49]([O:52][CH3:53])=[CH:48][CH:47]=3)[C:54]3[CH:55]=[CH:56][CH:57]=[CH:58][CH:59]=3)[CH:8]([OH:9])[CH2:7]2)[CH:22]=1. Reported procedure: For example, the furan-side monoadduct between thymidine and 8-methoxypsoralen, prepared as described above, is reacted with 4,4'-dimethoxytrityl chloride at room temperature in an appropriate anhydrous solvent to give the 5'-dimethoxytrityl thymidine:8-methoxypsoralen monoadduct. Following purification by high pressure liquid chromatography this compound is reacted with chloro-N,N diisopropylamino methoxyphosphine at room temperature in an appropriate solvent to give the 5'-dimethoxytritylthymi... Reactants: BrCCO (2-bromoethanol), ClS(=O)(=O)N=C=O (chlorosulphonyl isocyanate), Cl (hydrochloric acid), N1CCC2=CC=CC=C12 (indoline). The solvent is ClCCl (dichloromethane), ClCCl (dichloromethane), ClCCl (dichloromethane), C(C)N(CC)CC (triethylamine). Conditions: time 24 hour. The product is N1(CCC2=CC=CC=C12)S(=O)(=O)N1C(OCC1)=O (3-(2,3-Dihydroindol-1-ylsulphonyl)-1,3-oxazolidin-2-one). As a reaction SMILES: Br[CH2:2][CH2:3][OH:4].Cl[S:6]([N:9]=[C:10]=[O:11])(=[O:8])=[O:7].[NH:12]1[C:20]2[C:15](=[CH:16][CH:17]=[CH:18][CH:19]=2)[CH2:14][CH2:13]1.Cl>ClCCl.C(N(CC)CC)C>[N:12]1([S:6]([N:9]2[CH2:2][CH2:3][O:4][C:10]2=[O:11])(=[O:8])=[O:7])[C:20]2[C:15](=[CH:16][CH:17]=[CH:18][CH:19]=2)[CH2:14][CH2:13]1. Reported procedure: 7.1 ml of 2-bromoethanol in 50 ml of dichloromethane are added to a solution of 8.72 ml of chlorosulphonyl isocyanate in 40 ml of dichloromethane. The resulting solution is then added, at 0° C., to a solution of 11.23 ml of indoline and 15.46 ml of triethylamine in 200 ml of dichloromethane. After stirring for 24 hours at ambient temperature, 10N hydrochloric acid is added. The organic phase is then washed with hydrochloric acid and then with water, and is dried, filtered and concentrated, allow... Reactants: COC=1C=C(C(=O)NC2=NC3=CC=C(C=C3C(=C2C#N)NCC2=CC=CC=C2)N2CCN(CC2)C(C)=O)C=CC1 (3-methoxy-N-[6-(4-acetylpiperazin-1-yl)-4-benzylamino-3-cyanoquinolin-2-yl]benzamide), S(=O)(=O)(C1=CC=C(C)C=C1)ON (O-tosylhydroxylamine). Solvent: CN(C=O)C (dimethylformamide), ClCCl (dichloromethane). Reaction conditions: time 5 hour. Product: S(=O)(=O)([O-])C1=CC=C(C)C=C1.N[N+]1=C(C(=C(C2=CC(=CC=C12)N1CCN(CC1)C(C)=O)NCC1=CC=CC=C1)C#N)NC(C1=CC(=CC=C1)OC)=O (1-Amino-2-(3-methoxybenzoylamino)-3-cyano-4-benzylamino-6-(4-acetylpiperazin-1-yl)quinolinium tosylate). Reaction SMILES: [CH3:1][O:2][C:3]1[CH:4]=[C:5]([CH:38]=[CH:39][CH:40]=1)[C:6]([NH:8][C:9]1[C:18]([C:19]#[N:20])=[C:17]([NH:21][CH2:22][C:23]2[CH:28]=[CH:27][CH:26]=[CH:25][CH:24]=2)[C:16]2[C:11](=[CH:12][CH:13]=[C:14]([N:29]3[CH2:34][CH2:33][N:32]([C:35](=[O:37])[CH3:36])[CH2:31][CH2:30]3)[CH:15]=2)[N:10]=1)=[O:7].[S:41]([O:51][NH2:52])([C:44]1[CH:50]=[CH:49][C:47]([CH3:48])=[CH:46][CH:45]=1)(=[O:43])=[O:42]>CN(C)C=O.ClCCl>[S:41]([C:44]1[CH:50]=[CH:49][C:47]([CH3:48])=[CH:46][CH:45]=1)([O-:51])(=[O:43])=[O:42].[NH2:52][N+:10]1[C:11]2[C:16](=[CH:15][C:14]([N:29]3[CH2:30][CH2:31][N:32]([C:35](=[O:37])[CH3:36])[CH2:33][CH2:34]3)=[CH:13][CH:12]=2)[C:17]([NH:21][CH2:22][C:23]2[CH:24]=[CH:25][CH:26]=[CH:27][CH:28]=2)=[C:18]([C:19]#[N:20])[C:9]=1[NH:8][C:6](=[O:7])[C:5]1[CH:38]=[CH:39][CH:40]=[C:3]([O:2][CH3:1])[CH:4]=1 |f:4.5|. Reported procedure: To the solution of 0.72 g 3-methoxy-N-[6-(4-acetylpiperazin-1-yl)-4-benzylamino-3-cyanoquinolin-2-yl]benzamide in 20 ml dimethylformamide, 0.6 g of O-tosylhydroxylamine in 25 ml dichloromethane is added dropwise at 20° C. in 15 minutes. After 5 hours of stirring the precipitated crystalline material is filtered off. After drying 0.65 g of the title compound is obtained (MH+: 551). Reactants: C(C1=CC=CC=C1)OCC(CCl)O (3-benzyloxy-2-hydroxypropyl chloride), ClCCl (dichloromethane), [OH-].[Na+] (NaOH). Run in O (Water). Conditions: temperature 5 celsius. Yields the product C(C1=CC=CC=C1)OCC1CO1 (3-benzyloxy-1,2-epoxypropane). The yield is 91.0%. As a reaction SMILES: [CH2:1]([O:8][CH2:9][CH:10]([OH:13])[CH2:11]Cl)[C:2]1[CH:7]=[CH:6][CH:5]=[CH:4][CH:3]=1.ClCCl.[OH-].[Na+]>O>[CH2:1]([O:8][CH2:9][CH:10]1[O:13][CH2:11]1)[C:2]1[CH:7]=[CH:6][CH:5]=[CH:4][CH:3]=1 |f:2.3|. Reported procedure: A 2,000 mL, 3-necked flask equipped with a mechanical stirrer and thermometer was charged with 3-benzyloxy-2-hydroxypropyl chloride (353 g, 1.76 mol) and dichloromethane (1,000 mL). This mixture was stirred and cooled in an ice bath to ca. 5° C. Aqueous 50% NaOH (176 g) was added in portions while the temperature was kept under 30° C. After addition was complete, the reaction mixture was stirred 4 hours at 25° C. Water (1,000 mL) was added to dissolve the salts. The organic phase was separated f... The product is CC(C)(O)c1ccc(C(=O)Nc2cc(N3CCC(O)CC3)n3nc(C4CC4)cc3n2)cc1. Starting materials: CN1CCCC1=O, CC(C)(O)c1ccc(C(=O)Nc2cc(Cl)n3nc(C4CC4)cc3n2)cc1, CN(C)C=O, OC1CCNCC1. As a reaction SMILES: [CH3:34][N:35]1[CH2:36][CH2:37][CH2:38][C:39]1=[O:40].[Cl:1][c:2]1[cH:3][c:4]([NH:14][C:15]([c:16]2[cH:17][cH:18][c:19]([C:22]([CH3:23])([CH3:24])[OH:25])[cH:20][cH:21]2)=[O:26])[n:5][c:6]2[n:7]1[n:8][c:9]([CH:11]1[CH2:12][CH2:13]1)[cH:10]2.[O:41]=[CH:42][N:43]([CH3:44])[CH3:45].[OH:27][CH:28]1[CH2:29][CH2:30][NH:31][CH2:32][CH2:33]1>>[c:2]1([N:31]2[CH2:30][CH2:29][CH:28]([OH:27])[CH2:33][CH2:32]2)[cH:3][c:4]([NH:14][C:15]([c:16]2[cH:17][cH:18][c:19]([C:22]([CH3:23])([CH3:24])[OH:25])[cH:20][cH:21]2)=[O:26])[n:5][c:6]2[n:7]1[n:8][c:9]([CH:11]1[CH2:12][CH2:13]1)[cH:10]2. Starting materials: BrCCBr, COC(=O)c1ccc(CBr)cc1, C1CCOC1, [Cl-], O=Cc1c(Cl)cccc1Cl, N#C[Cu]C#N, [Li+], O, [Zn]. Product: COC(=O)c1ccc(CC(O)c2c(Cl)cccc2Cl)cc1. RXN SMILES: [Br:13][CH2:14][CH2:15][Br:16].[Br:1][CH2:2][c:3]1[cH:4][cH:5][c:6]([C:7](=[O:8])[O:9][CH3:10])[cH:11][cH:12]1.[CH2:34]1[O:35][CH2:36][CH2:37][CH2:38]1.[Cl-:23].[Cl:24][c:25]1[c:26]([CH:27]=[O:28])[c:29]([Cl:33])[cH:30][cH:31][cH:32]1.[Cu:17]([C:18]#[N:19])[C:20]#[N:21].[Li+:22].[OH2:40].[Zn:39]>>[CH2:2]([c:3]1[cH:4][cH:5][c:6]([C:7](=[O:8])[O:9][CH3:10])[cH:11][cH:12]1)[CH:27]([c:26]1[c:25]([Cl:24])[cH:32][cH:31][cH:30][c:29]1[Cl:33])[OH:28]. Starting materials: C1CCOC1, COC(=O)c1cc(Br)c(F)c(F)c1Nc1ccccc1Cl, [Cu]I, Cl[Pd]Cl, C#C[Si](C)(C)C, c1ccc(P(c2ccccc2)c2ccccc2)cc1, c1ccc(P(c2ccccc2)c2ccccc2)cc1. Yields the product COC(=O)c1cc(C#C[Si](C)(C)C)c(F)c(F)c1Nc1ccccc1Cl. RXN SMILES: [CH2:28]1[O:29][CH2:30][CH2:31][CH2:32]1.[CH3:1][O:2][C:3]([c:4]1[c:5]([NH:13][c:14]2[c:15]([Cl:20])[cH:16][cH:17][cH:18][cH:19]2)[c:6]([F:12])[c:7]([F:11])[c:8]([Br:10])[cH:9]1)=[O:21].[Cu:74][I:75].[Pd:33]([Cl:34])[Cl:35].[Si:22]([CH3:23])([CH3:24])([CH3:25])[C:26]#[CH:27].[c:36]1([P:37]([c:38]2[cH:39][cH:40][cH:41][cH:42][cH:43]2)[c:44]2[cH:45][cH:46][cH:47][cH:48][cH:49]2)[cH:50][cH:51][cH:52][cH:53][cH:54]1.[c:55]1([P:56]([c:57]2[cH:58][cH:59][cH:60][cH:61][cH:62]2)[c:63]2[cH:64][cH:65][cH:66][cH:67][cH:68]2)[cH:69][cH:70][cH:71][cH:72][cH:73]1>>[CH3:1][O:2][C:3]([c:4]1[c:5]([NH:13][c:14]2[c:15]([Cl:20])[cH:16][cH:17][cH:18][cH:19]2)[c:6]([F:12])[c:7]([F:11])[c:8]([C:27]#[C:26][Si:22]([CH3:23])([CH3:24])[CH3:25])[cH:9]1)=[O:21].